From a dataset of the Open Reaction Database (ORD), a public repository of structured organic reaction records. describe an organic reaction: reactants, conditions, products, and yield Reactants: NC1=C(C=CC=C1C(O)C1=CC=C(C=C1)Br)CCO (2-amino-3-[(4-bromophenyl)hydroxymethyl]benzeneethanol). The reagents and catalysts are [O-2].[O-2].[Mn+4] (manganese dioxide). Solvent: C1=CC=CC=C1 (benzene). Product: NC1=C(C=CC=C1CCO)C(=O)C1=CC=C(C=C1)Br ([2-Amino-3-(2-hydroxyethyl)phenyl](4-bromophenyl)methanone). Isolated yield 93.7%. Reaction SMILES: [NH2:1][C:2]1[C:7]([CH:8]([C:10]2[CH:15]=[CH:14][C:13]([Br:16])=[CH:12][CH:11]=2)[OH:9])=[CH:6][CH:5]=[CH:4][C:3]=1[CH2:17][CH2:18][OH:19]>[O-2].[O-2].[Mn+4].C1C=CC=CC=1>[NH2:1][C:2]1[C:3]([CH2:17][CH2:18][OH:19])=[CH:4][CH:5]=[CH:6][C:7]=1[C:8]([C:10]1[CH:11]=[CH:12][C:13]([Br:16])=[CH:14][CH:15]=1)=[O:9] |f:1.2.3|. Procedure: A mixture of 5.3 g (0.016 mole) of 2-amino-3-[(4-bromophenyl)hydroxymethyl]benzeneethanol, 7.1 g (0.08 mole) of manganese dioxide and 250 ml of benzene was heated at reflux for 20 hr. utilizing a Dean-Stark trap for water removal. The mixture was filtered through celite and the filtrate was concentrated under reduced pressure to give 4.8 g of brown gum as residue. The residue was purified by column chromatography on 100 g of silica gel and the product was eluted with 15% ethyl acetate in benzene... Starting materials: CC(C)(C)[Si](C)(C)OCCc1ccnc(C#N)c1, CCCC[N+](CCCC)(CCCC)CCCC, CCOC(C)=O, [F-], O. The product is N#Cc1cc(CCO)ccn1. Reaction SMILES: [C:1]([Si:2]([CH3:3])([CH3:4])[O:6][CH2:7][CH2:8][c:9]1[cH:10][c:11]([C:15]#[N:16])[n:12][cH:13][cH:14]1)([CH3:5])([CH3:17])[CH3:18].[CH3:20][CH2:21][CH2:22][CH2:23][N+:24]([CH2:25][CH2:26][CH2:27][CH3:28])([CH2:29][CH2:30][CH2:31][CH3:32])[CH2:33][CH2:34][CH2:35][CH3:36].[CH3:38][CH2:39][O:40][C:41](=[O:42])[CH3:43].[F-:19].[OH2:37]>>[OH:6][CH2:7][CH2:8][c:9]1[cH:10][c:11]([C:15]#[N:16])[n:12][cH:13][cH:14]1. Starting materials: BrC=1C=C(C=CC1)CO ((3-Bromophenyl)methanol), CC(C)(C)[Si](C)(C)Cl (TBSCl), N1C=NC=C1 (imidazole). Run in C1CCOC1 (THF). Run at time 8 hour. Product: BrC=1C=C(CO[Si](C)(C)C(C)(C)C)C=CC1 ([(3-bromobenzyl)oxy](tert-butyl)dimethylsilane). Yield: 99.3%. As a reaction SMILES: [Br:1][C:2]1[CH:3]=[C:4]([CH2:8][OH:9])[CH:5]=[CH:6][CH:7]=1.[CH3:10][C:11]([Si:14](Cl)([CH3:16])[CH3:15])([CH3:13])[CH3:12].N1C=CN=C1>C1COCC1>[Br:1][C:2]1[CH:3]=[C:4]([CH:5]=[CH:6][CH:7]=1)[CH2:8][O:9][Si:14]([C:11]([CH3:13])([CH3:12])[CH3:10])([CH3:16])[CH3:15]. Reported procedure: (3-Bromophenyl)methanol (5.0 g) was mixed with THF (60 ml), and TBSCl (5.0 g) and imidazole (3 g) were added thereto, followed by stirring at room temperature overnight. The reaction mixture was concentrated under reduced pressure, and water and EtOAc were added thereto. The organic layer was dried over Na2SO4 and concentrated under reduced pressure. The obtained residue was purified by silica gel column chromatography to obtain [(3-bromobenzyl)oxy](tert-butyl)dimethylsilane (8.0 g). The reactants are C(C)(C)(C)OC(=O)NC(=NC1=C(C=CC(=C1)C1=NC=CC(=C1)OC)C1OCCO1)NC(=O)OC(C)(C)C (N,N′-bis(tert-butoxycarbonyl)-N″-(2-(1,3-dioxolan-2-yl)-5-(4-methoxylpyridin-2-yl)phenyl)guanidine), Cl (hydrochloric acid). Run in C(C)O (ethanol). Run at time 18 hour. Product: Cl.Cl.NC1=NC2=CC(=CC=C2C=N1)C1=NC=CC(=C1)OC (2-amino-7-(4-methoxypyridin-2-yl)quinazoline dihydrochloride). Reaction SMILES: C(OC([NH:8][C:9]([NH:30][C:31](OC(C)(C)C)=O)=[N:10][C:11]1[CH:16]=[C:15]([C:17]2[CH:22]=[C:21]([O:23][CH3:24])[CH:20]=[CH:19][N:18]=2)[CH:14]=[CH:13][C:12]=1C1OCCO1)=O)(C)(C)C.[ClH:38]>C(O)C>[ClH:38].[ClH:38].[NH2:8][C:9]1[N:30]=[CH:31][C:12]2[C:11](=[CH:16][C:15]([C:17]3[CH:22]=[C:21]([O:23][CH3:24])[CH:20]=[CH:19][N:18]=3)=[CH:14][CH:13]=2)[N:10]=1 |f:3.4.5|. Procedure: To a solution of N,N′-bis(tert-butoxycarbonyl)-N″-(2-(1,3-dioxolan-2-yl)-5-(4-methoxylpyridin-2-yl)phenyl)guanidine (200 mg) in ethanol (2 ml) was added hydrochloric acid (36%, 1 ml), and the mixture was stirred for 18 hours. The solvent was evaporated under reduced pressure. To the residue was added 5% ethanol in ethyl acetate (50 ml), and the precipitate was collected by filtration and dried under reduced pressure to give 2-amino-7-(4-methoxypyridin-2-yl)quinazoline dihydrochloride (89 mg). Starting materials: N1=CN=C(C2=C1C=CC=N2)O (pyrido[3,2-d]pyrimidin-4-ol), CN(C)C=O (DMF), C(C(=O)Cl)(=O)Cl (oxalyl chloride). Solvent: C(Cl)Cl (DCM). Yields the product ClC=1C2=C(N=CN1)C=CC=N2 (4-chloropyrido[3,2-d]pyrimidine). As a reaction SMILES: [N:1]1[C:6]2[CH:7]=[CH:8][CH:9]=[N:10][C:5]=2[C:4](O)=[N:3][CH:2]=1.CN(C=O)C.C(Cl)(=O)C([Cl:20])=O>C(Cl)Cl>[Cl:20][C:4]1[C:5]2[N:10]=[CH:9][CH:8]=[CH:7][C:6]=2[N:1]=[CH:2][N:3]=1. Procedure: To a stirred solution of pyrido[3,2-d]pyrimidin-4-ol (A-2) (16 g, 109 mmol, 1.0 eq) and DMF (0.4 mL) in DCM (200 mL) at RT, oxalyl chloride (23.2 mL, 272 mmol, 2.5 eq) is added dropwise (over 5 min) and the resulting mixture is stirred at reflux overnight. The mixture is allowed to cool to RT and concentrated in vacuo. The residue is diluted with water (200 mL), neutralized with saturated aqueous NaHCO3 solution below 10° C. to adjust the pH to 8-9 and then extracted with ethyl acetate (4×100 mL... Starting materials: CO (methanol), [OH-].[K+] (potassium hydroxide), CO (methanol), COC(=O)C=1C2=C(SC1C1=CC=C(C=C1)OC)C=C(C=C2)OC (6-methoxy-2-(4-methoxyphenyl)benzo[b]thiophene-3-carboxylic acid methyl ester), Cl (hydrochloric acid). The solvent is O (water), O (water). The product is COC=1C=CC2=C(SC(=C2C(=O)O)C2=CC=C(C=C2)OC)C1 (6-Methoxy -2-(4-Methoxyphenyl)benzo [b] thiophene-3-Carboxylic Acid). Isolated yield 97.2%. RXN SMILES: CO.[OH-].[K+].C[O:6][C:7]([C:9]1[C:10]2[CH:25]=[CH:24][C:23]([O:26][CH3:27])=[CH:22][C:11]=2[S:12][C:13]=1[C:14]1[CH:19]=[CH:18][C:17]([O:20][CH3:21])=[CH:16][CH:15]=1)=[O:8].Cl>O>[CH3:27][O:26][C:23]1[CH:24]=[CH:25][C:10]2[C:9]([C:7]([OH:8])=[O:6])=[C:13]([C:14]3[CH:19]=[CH:18][C:17]([O:20][CH3:21])=[CH:16][CH:15]=3)[S:12][C:11]=2[CH:22]=1 |f:1.2|. Reported procedure: To methanol (25 ml) and water (10 ml) is added 2.5 N potassium hydroxide in methanol (7 ml, 18.5 mmol) and 6-methoxy-2-(4-methoxyphenyl)benzo[b]thiophene-3-carboxylic acid methyl ester (2.00 g, 6.09 mmol). The contents are heated to reflux for 16 hours, then cooled and poured into a solution of 1 N hydrochloric acid (50 ml). The resulting slurry is further diluted with water (75 ml), then filtered, and the filter cake rinsed with water, and dried in vacuo to afford 1.86 g (97%) of title compound... Reactants: ClC1=CC=C(C=C1)O (4-chlorophenol), C([O-])([O-])=O.[K+].[K+] (potassium carbonate), BrCC(C(C)(SC(F)(F)F)C)=O (1-bromo-3-methyl-3-trifluoromethylthio-butan-2-one). The solvent is CC(=O)C (acetone), CC(=O)C (acetone). Product: ClC1=CC=C(OCC(C(C)(SC(F)(F)F)C)=O)C=C1 (1-(4-chlorophenoxy)-3-methyl-3-trifluoromethylthio-butan-2-one). The yield is 72.4%. RXN SMILES: [Cl:1][C:2]1[CH:7]=[CH:6][C:5]([OH:8])=[CH:4][CH:3]=1.C(=O)([O-])[O-].[K+].[K+].Br[CH2:16][C:17](=[O:26])[C:18]([CH3:25])([S:20][C:21]([F:24])([F:23])[F:22])[CH3:19]>CC(C)=O>[Cl:1][C:2]1[CH:7]=[CH:6][C:5]([O:8][CH2:16][C:17](=[O:26])[C:18]([CH3:25])([S:20][C:21]([F:24])([F:23])[F:22])[CH3:19])=[CH:4][CH:3]=1 |f:1.2.3|. Procedure details: 26 g (0.21 mol) of 4-chlorophenol and 42 g (0.3 mol) of potassium carbonate were introduced into 250 ml of acetone. 53 g (0.2 mol) of 1-bromo-3-methyl-3-trifluoromethylthio-butan-2-one in 50 ml of acetone were slowly added dropwise to the mixture, under reflux. After the end of the addition, the mixture was stirred under reflux for 12 hours and was filtered, and the filtrate was concentrated. The residue was taken up in 500 ml of methylene chloride, the solution was extracted by shaking with wat... Isolated yield 57.1%. The reactants are COC(=O)C1CN(C(C1)=O)CC1=CC=C(C=C1)OC (1-(4-methoxy-benzyl)-5-oxo-pyrrolidine-3-carboxylic acid methyl ester), three, [NH4+].[Cl-] (NH4Cl), CC(=O)C (acetone), [BH4-].[Na+] (NaBH4). Yields the product OCC1CC(N(C1)CC1=CC=C(C=C1)OC)=O (4-hydroxymethyl-1-(4-methoxy-benzyl)-pyrrolidin-2-one). The solvent is CCO (EtOH). RXN SMILES: C[O:2][C:3]([CH:5]1[CH2:9][C:8](=[O:10])[N:7]([CH2:11][C:12]2[CH:17]=[CH:16][C:15]([O:18][CH3:19])=[CH:14][CH:13]=2)[CH2:6]1)=O.[BH4-].[Na+].[NH4+].[Cl-].CC(C)=O>CCO>[OH:2][CH2:3][CH:5]1[CH2:6][N:7]([CH2:11][C:12]2[CH:17]=[CH:16][C:15]([O:18][CH3:19])=[CH:14][CH:13]=2)[C:8](=[O:10])[CH2:9]1 |f:1.2,3.4|. Procedure: In a 250 ml three necked flask fitted with a magnetic stirrer and reflux condenser, under inert atmosphere, a solution of 8.48 g (32 mmol, 1 eq) of 1-(4-methoxy-benzyl)-5-oxo-pyrrolidine-3-carboxylic acid methyl ester al in 120 ml of EtOH is cooled down to 0° C. Solid NaBH4 (3.6 g, 96 mol, 3 eq) is then added by portions over 1.5 h, all the while maintaining the temperature between 2 and 4° C. After 2 h, the temperature is raised to 12° C. for 1 h, and lowered again to 2–4° C. A saturated soluti... Conditions: temperature 12 celsius, time 2 hour. Reactants: CC(C)(C)N(NC(=O)c1ccccc1)C(=O)c1ccccc1, C=CCI, Cl, [H-], [Na+], CN(C)C=O, O. Product: C=CCN(C(=O)c1ccccc1)N(C(=O)c1ccccc1)C(C)(C)C. RXN SMILES: [C:1]([CH3:2])([CH3:3])([CH3:4])[N:5]([NH:6][C:7]([c:8]1[cH:9][cH:10][cH:11][cH:12][cH:13]1)=[O:14])[C:15]([c:16]1[cH:17][cH:18][cH:19][cH:20][cH:21]1)=[O:22].[CH2:25]([CH:26]=[CH2:27])[I:28].[ClH:29].[H-:23].[Na+:24].[O:30]=[CH:31][N:32]([CH3:33])[CH3:34].[OH2:35]>>[C:1]([CH3:2])([CH3:3])([CH3:4])[N:5]([N:6]([C:7]([c:8]1[cH:9][cH:10][cH:11][cH:12][cH:13]1)=[O:14])[CH2:27][CH:26]=[CH2:25])[C:15]([c:16]1[cH:17][cH:18][cH:19][cH:20][cH:21]1)=[O:22]. Starting materials: COCc1cccc(C(=O)c2nnnn2C)c1, Cl, NO, c1ccncc1. The product is COCc1cccc(C(=NO)c2nnnn2C)c1. Reaction SMILES: [CH3:1][O:2][CH2:3][c:4]1[cH:5][c:6]([C:10](=[O:11])[c:12]2[n:13][n:14][n:15][n:16]2[CH3:17])[cH:7][cH:8][cH:9]1.[ClH:18].[NH2:19][OH:20].[cH:21]1[cH:22][cH:23][n:24][cH:25][cH:26]1>>[CH3:1][O:2][CH2:3][c:4]1[cH:5][c:6]([C:10]([c:12]2[n:13][n:14][n:15][n:16]2[CH3:17])=[N:19][OH:20])[cH:7][cH:8][cH:9]1.